Dataset: the Open Reaction Database (ORD), a public repository of structured organic reaction records. Task: describe an organic reaction: reactants, conditions, products, and yield Starting materials: BrC1=C(SC=C1)C(=O)C1=CC(=CC=C1)OC ((3-bromothien-2-yl) (3-methoxyphenyl)methanone), O.NN (hydrazine hydrate). Solvent: C(CO)O (ethylene glycol). Run at temperature 130 celsius. Product: BrC1=C(SC=C1)C(=NN)C1=CC(=CC=C1)OC ((3-Bromothien-2-yl) (3-methoxyphenyl)methanone hydrazone). Reaction SMILES: [Br:1][C:2]1[CH:6]=[CH:5][S:4][C:3]=1[C:7]([C:9]1[CH:14]=[CH:13][CH:12]=[C:11]([O:15][CH3:16])[CH:10]=1)=O.O.[NH2:18][NH2:19]>C(O)CO>[Br:1][C:2]1[CH:6]=[CH:5][S:4][C:3]=1[C:7]([C:9]1[CH:14]=[CH:13][CH:12]=[C:11]([O:15][CH3:16])[CH:10]=1)=[N:18][NH2:19] |f:1.2|. Procedure: A mixture of (3-bromothien-2-yl) (3-methoxyphenyl)methanone (10.0 g), hydrazine hydrate (10 ml, above 99% purity), and 75 ml of ethylene glycol was heated at 130° C. for three hours. The reaction mixture was then quenched with water and extracted with ether. The ether solution was washed three times with water and dried over anhydrous magnesium sulfate. The ether was then evaporated to give 5.5 g of an oil. This was then column chromatographed on a silica gel column packed in hexane using 15% et... Reactants: O (water), [OH-].[Na+] (sodium hydroxide), O (water), C1(CC1)C(=O)N1CCC(CC1)C=1OC2=C(C1)C=C(C=C2)C2CCCCC2 (1-(cyclopropylcarbonyl)-4-(5-cyclohexyl-2-benzofuranyl)-piperidine), [H-].[Al+3].[Li+].[H-].[H-].[H-] (lithium aluminium hydride), [H-].[Al+3].[Li+].[H-].[H-].[H-] (lithium aluminium hydride). Run in O1CCCC1 (tetrahydrofuran), O1CCCC1 (tetrahydrofuran). Yields the product C1(CC1)CN1CCC(CC1)C=1OC2=C(C1)C=C(C=C2)C2CCCCC2 (1-(cyclopropylmethyl)-4-(5-cyclohexyl-2-benzofuranyl)-piperidine). Reaction SMILES: [CH:1]1([C:4]([N:6]2[CH2:11][CH2:10][CH:9]([C:12]3[O:13][C:14]4[CH:20]=[CH:19][C:18]([CH:21]5[CH2:26][CH2:25][CH2:24][CH2:23][CH2:22]5)=[CH:17][C:15]=4[CH:16]=3)[CH2:8][CH2:7]2)=O)[CH2:3][CH2:2]1.[H-].[Al+3].[Li+].[H-].[H-].[H-].O.[OH-].[Na+]>O1CCCC1>[CH:1]1([CH2:4][N:6]2[CH2:11][CH2:10][CH:9]([C:12]3[O:13][C:14]4[CH:20]=[CH:19][C:18]([CH:21]5[CH2:22][CH2:23][CH2:24][CH2:25][CH2:26]5)=[CH:17][C:15]=4[CH:16]=3)[CH2:8][CH2:7]2)[CH2:2][CH2:3]1 |f:1.2.3.4.5.6,8.9|. Procedure details: A solution of 19.0 g of 1-(cyclopropylcarbonyl)-4-(5-cyclohexyl-2-benzofuranyl)-piperidine in 150 ml of tetrahydrofuran is added dropwise to a solution, boiling under reflux, of 13.5 g of lithium aluminium hydride in 200 ml of tetrahydrofuran. The reaction mixture is then refluxed for a further 15 hours; it is afterwards cooled, and the unreacted lithium aluminium hydride is decomposed at -10° by means of 15 ml of water, 15 ml of 10% sodium hydroxide solution and 45 ml of water. The reaction sol... Starting materials: BrC1=C(C=CC=C1)NC(C(C(=O)OCC)C)=O (ethyl 3-(2-bromophenylamino)-2-methyl-3-oxopropanoate). Solvent: C1CCOC1 (THF). The product is BrC1=C(C=CC=C1)NC(C(C(=O)O)C)=O (3-(2-bromophenylamino)-2-methyl-3-oxopropanoic acid). Reaction SMILES: [Br:1][C:2]1[CH:7]=[CH:6][CH:5]=[CH:4][C:3]=1[NH:8][C:9](=[O:17])[CH:10]([CH3:16])[C:11]([O:13]CC)=[O:12]>C1COCC1>[Br:1][C:2]1[CH:7]=[CH:6][CH:5]=[CH:4][C:3]=1[NH:8][C:9](=[O:17])[CH:10]([CH3:16])[C:11]([OH:13])=[O:12]. Procedure: The acid was prepared according to Procedure B using ethyl 3-(2-bromophenylamino)-2-methyl-3-oxopropanoate (2.7 g, 9.00 mmol) in THF (9.00 mL) to give 3-(2-bromophenylamino)-2-methyl-3-oxopropanoic acid. Mass Spectrum (ESI) m/e=272.0 (M+1). Starting materials: CS(=O)(=O)c1ccc(-c2cnn(Cc3ccccc3)c(=O)c2Cl)cc1, C1CCOC1, Oc1ccc(Cl)cc1, [H-], [Na+]. Product: CS(=O)(=O)c1ccc(-c2cnn(Cc3ccccc3)c(=O)c2Oc2ccc(Cl)cc2)cc1. Reaction SMILES: [CH2:1]([c:2]1[cH:3][cH:4][cH:5][cH:6][cH:7]1)[n:8]1[n:9][cH:10][c:11](-[c:16]2[cH:17][cH:18][c:19]([S:22](=[O:23])(=[O:24])[CH3:25])[cH:20][cH:21]2)[c:12]([Cl:15])[c:13]1=[O:14].[CH2:36]1[O:37][CH2:38][CH2:39][CH2:40]1.[Cl:26][c:27]1[cH:28][cH:29][c:30]([OH:33])[cH:31][cH:32]1.[H-:35].[Na+:34]>>[CH2:1]([c:2]1[cH:3][cH:4][cH:5][cH:6][cH:7]1)[n:8]1[n:9][cH:10][c:11](-[c:16]2[cH:17][cH:18][c:19]([S:22](=[O:23])(=[O:24])[CH3:25])[cH:20][cH:21]2)[c:12]([O:33][c:30]2[cH:29][cH:28][c:27]([Cl:26])[cH:32][cH:31]2)[c:13]1=[O:14]. Starting materials: N1=C(C=CC=C1)N1CCNCC1 (1-pyridin-2-ylpiperazine), ClC1=C(C=CC=C1Cl)NC(CCl)=O (N-(2,3-dichlorophenyl)-2-chloroacetamide), C([O-])([O-])=O.[Na+].[Na+] (sodium carbonate). Run in CN(C=O)C.O (N,N-dimethylformamide water). Reaction conditions: time 18 hour. The product is ClC1=C(C=CC=C1Cl)NC(CN1CCN(CC1)C1=NC=CC=C1)=O (N-(2,3-dichlorophenyl)-2-[4-(2-pyridinyl)-1-piperazinyl]acetamide). Isolated yield 16.4%. RXN SMILES: [N:1]1[CH:6]=[CH:5][CH:4]=[CH:3][C:2]=1[N:7]1[CH2:12][CH2:11][NH:10][CH2:9][CH2:8]1.[Cl:13][C:14]1[C:19]([Cl:20])=[CH:18][CH:17]=[CH:16][C:15]=1[NH:21][C:22](=[O:25])[CH2:23]Cl.C(=O)([O-])[O-].[Na+].[Na+]>CN(C)C=O.O>[Cl:13][C:14]1[C:19]([Cl:20])=[CH:18][CH:17]=[CH:16][C:15]=1[NH:21][C:22](=[O:25])[CH2:23][N:10]1[CH2:9][CH2:8][N:7]([C:2]2[CH:3]=[CH:4][CH:5]=[CH:6][N:1]=2)[CH2:12][CH2:11]1 |f:2.3.4,5.6|. Procedure: A mixture of 1-pyridin-2-ylpiperazine (24 mg, 0.15 mmol, Aldrich), N-(2,3-dichlorophenyl)-2-chloroacetamide (48 mg, 0.20 mmol, Maybridge) and sodium carbonate (50 mg) in N,N-dimethylformamide/water (2:1, 2 mL) was shaken at room temperature for 18 hours. The resulting mixture was decanted, concentrated under reduced pressure the residue purified by preparative HPLC to provide 9 mg (16%) of the desired product as a trifluoroacetic acid salt. 1H NMR (500 MHz, DMSO-d6) δ 2.62 (t, J=4 Hz, 4H), 3.23 ... Reactants: CC(=O)OC(C)=O, COc1ccc(-c2noc(C)c2-c2ccc(S(C)(=O)=O)cc2)cc1Cl. The product is COc1ccc(-c2noc(C)c2-c2ccc(SC)cc2)cc1Cl. Reaction SMILES: [CH3:1][C:2]([O:3][C:4](=[O:5])[CH3:6])=[O:7].[Cl:8][c:9]1[cH:10][c:11](-[c:17]2[n:18][o:19][c:20]([CH3:32])[c:21]2-[c:22]2[cH:23][cH:24][c:25]([S:28](=[O:29])(=[O:30])[CH3:31])[cH:26][cH:27]2)[cH:12][cH:13][c:14]1[O:15][CH3:16]>>[Cl:8][c:9]1[cH:10][c:11](-[c:17]2[n:18][o:19][c:20]([CH3:32])[c:21]2-[c:22]2[cH:23][cH:24][c:25]([S:28][CH3:31])[cH:26][cH:27]2)[cH:12][cH:13][c:14]1[O:15][CH3:16]. Starting materials: ClC1=C(C(=O)OC)C=CC(=C1Cl)C (methyl 2,3-dichloro-4-methylbenzoate), BrN1C(CCC1=O)=O (N-bromosuccinimide), C(Cl)(Cl)(Cl)Cl (carbon tetrachloride). The reagents and catalysts are C(C1=CC=CC=C1)(=O)OOC(C1=CC=CC=C1)=O (benzoylperoxide). Run in CCCCC (pentane). Product: BrCC1=C(C(=C(C(=O)OC)C=C1)Cl)Cl (methyl 4-bromomethyl-2,3-dichlorobenzoate). Yield: 99.0%. Reaction SMILES: [Cl:1][C:2]1[C:11]([Cl:12])=[C:10]([CH3:13])[CH:9]=[CH:8][C:3]=1[C:4]([O:6][CH3:7])=[O:5].[Br:14]N1C(=O)CCC1=O.C(Cl)(Cl)(Cl)Cl>C(OOC(=O)C1C=CC=CC=1)(=O)C1C=CC=CC=1.CCCCC>[Br:14][CH2:13][C:10]1[CH:9]=[CH:8][C:3]([C:4]([O:6][CH3:7])=[O:5])=[C:2]([Cl:1])[C:11]=1[Cl:12]. Reported procedure: A mixture of 40 g (0.183 mol) of methyl 2,3-dichloro-4-methylbenzoate, 34.17 g (0.192 mol) of N-bromosuccinimide, 0.4 g (0.0017 mol) of benzoylperoxide, and 640 mL of carbon tetrachloride was stirred at room temperature while being irradiated with a 150 watt flood lamp for 2.5 hours. Concentration of the filtered reaction mixture under vacuum gave 54 g of material which on trituration with pentane followed by storage of the slurry at 5° C. for 18 hours gave 34.6 g (63.5%) of product; mp 57°-61° ... Starting materials: [Al+3].[Cl-].[Cl-].[Cl-] (AlCl3), CC1C(C=2C(=C3CCCCC3=CC2)C1)=O (2-methyl-1,2,6,7,8,9-hexahydro-3H-cyclopenta[a]naphthalen-3-one), O (water), BrBr (bromine). Solvent: C(Cl)Cl (CH2Cl2), C(Cl)Cl (CH2Cl2). Reaction conditions: time 1 hour. Product: BrC=1C=C2C(=C3CCCCC13)CC(C2=O)C (5-Bromo-2-methyl-1,2,6,7,8,9-hexahydro-3H-cyclopenta[a]naphthalen-3-one). As a reaction SMILES: [CH3:1][CH:2]1[CH2:14][C:5]2=[C:6]3[C:11](=[CH:12][CH:13]=[C:4]2[C:3]1=[O:15])[CH2:10][CH2:9][CH2:8][CH2:7]3.[Al+3].[Cl-].[Cl-].[Cl-].[Br:20]Br.O>C(Cl)Cl>[Br:20][C:12]1[CH:13]=[C:4]2[C:3](=[O:15])[CH:2]([CH3:1])[CH2:14][C:5]2=[C:6]2[C:11]=1[CH2:10][CH2:9][CH2:8][CH2:7]2 |f:1.2.3.4|. Procedure: In a three-necked round-bottom 500 ml flask equipped with a reflux condenser, dropping funnel with pressure-equalizing, and mechanical stirrer a solution of 55.0 g (0.275 mol) of 2-methyl-1,2,6,7,8,9-hexahydro-3H-cyclopenta[a]naphthalen-3-one in 50 ml of CH2Cl2 was added dropwise with vigorous stirring for 1 h at −10° C. to a suspension of 92 g (0.69 mol) of AlCl3 in 100 ml of CH2Cl2. This mixture was stirred additionally for 1 h at this temperature; then 14.2 ml (44.0 g, 0.275 mol) of bromine w...